Dataset: the Open Reaction Database (ORD), a public repository of structured organic reaction records. Task: describe an organic reaction: reactants, conditions, products, and yield Starting materials: [OH-].[Li+] (Lithium hydroxide), C1N(CCC2=CC=CC=C12)C(CCC1=CC=C(OCC2=C(C(=O)OC)C=CC=C2)C=C1)=O (methyl 2-({4-[3-(3,4-dihydroisoquinolin-2(1H)-yl)-3-oxopropyl]phenoxy}methyl)benzoate). Run in O (water), C1CCOC1 (THF). Product: C1N(CCC2=CC=CC=C12)C(CCC1=CC=C(OCC2=C(C(=O)O)C=CC=C2)C=C1)=O (2-({4-[3-(3,4-Dihydroisoquinolin-2(1H)-yl)-3-oxopropyl]phenoxy}methyl)benzoic acid). Yield: 89.1%. As a reaction SMILES: [OH-].[Li+].[CH2:3]1[C:12]2[C:7](=[CH:8][CH:9]=[CH:10][CH:11]=2)[CH2:6][CH2:5][N:4]1[C:13](=[O:34])[CH2:14][CH2:15][C:16]1[CH:33]=[CH:32][C:19]([O:20][CH2:21][C:22]2[CH:31]=[CH:30][CH:29]=[CH:28][C:23]=2[C:24]([O:26]C)=[O:25])=[CH:18][CH:17]=1>O.C1COCC1>[CH2:3]1[C:12]2[C:7](=[CH:8][CH:9]=[CH:10][CH:11]=2)[CH2:6][CH2:5][N:4]1[C:13](=[O:34])[CH2:14][CH2:15][C:16]1[CH:33]=[CH:32][C:19]([O:20][CH2:21][C:22]2[CH:31]=[CH:30][CH:29]=[CH:28][C:23]=2[C:24]([OH:26])=[O:25])=[CH:18][CH:17]=1 |f:0.1|. Reported procedure: Lithium hydroxide (14.4 mg, 0.6 mmol) dissolved in water (1 ml) was added into 70377 methyl 2-({4-[3-(3,4-dihydroisoquinolin-2(1H)-yl)-3-oxopropyl]phenoxy}methyl)benzoate (129 mg, 0.3 mmol) in THF (2 ml). The mixture was put in a microwave oven (Smith Synthesizer) and irradiated at 150° C. for 7 minutes and then evaporated to remove THF. The residue was acidified with 1% hydrochloric acid, pH˜5, and extracted with ethyl acetate (×2). The extracts were combined and dried (magnesium sulphate) and ... Yields the product C(C)OCCOC1=C(C=CC=C1)S(=O)(=O)NC(=O)NC1=NC(=CC(=N1)OC(F)F)C (N-[2-(2-ethoxyethoxy)-phenyl-sulfonyl]-N'-(4-difluoromethoxy-6-methylpyrimidin-2-yl)-urea). The reactants are N12CCCN=CC2CCCC1 (1,5-diazabicyclo(5.4.0)undec-5-ene), O(C1=CC=CC=C1)C(=O)NC1=NC(=CC(=N1)OC(F)F)C (2-phenoxycarbonylamino-4-difluoromethoxy-6-methyl-pyrimidine), crude product, C(C)OCCOC1=C(C=CC=C1)S(=O)(=O)N (2-(2-ethoxy-ethoxy)-benzenesulfonamide), Cl (hydrochloric acid). Reported procedure: 1.8 g (0.012 mol) of 1,5-diazabicyclo(5.4.0)undec-5-ene are added to a solution of 3.5 g (0.012 mol) of 2-phenoxycarbonylamino-4-difluoromethoxy-6-methyl-pyrimidine, in the form of the crude product, and 2.9 g (0.012 mol) of 2-(2-ethoxy-ethoxy)-benzenesulfonamide in 100 ml of absolute acetonitrile and the mixture is stirred at 20°-25° C. for 1 hour and then diluted with 500 ml of water and acidified with hydrochloric acid. The oil which separates out is taken up in 200 ml of ethyl acetate and th... Reaction conditions: time 1 hour. Run in C(C)(=O)OCC (ethyl acetate), C(C)#N (acetonitrile), O (water). As a reaction SMILES: N12CCCCC1C=NCCC2.O([C:19]([NH:21][C:22]1[N:27]=[C:26]([O:28][CH:29]([F:31])[F:30])[CH:25]=[C:24]([CH3:32])[N:23]=1)=[O:20])C1C=CC=CC=1.[CH2:33]([O:35][CH2:36][CH2:37][O:38][C:39]1[CH:44]=[CH:43][CH:42]=[CH:41][C:40]=1[S:45]([NH2:48])(=[O:47])=[O:46])[CH3:34].Cl>C(#N)C.O.C(OCC)(=O)C>[CH2:33]([O:35][CH2:36][CH2:37][O:38][C:39]1[CH:44]=[CH:43][CH:42]=[CH:41][C:40]=1[S:45]([NH:48][C:19]([NH:21][C:22]1[N:27]=[C:26]([O:28][CH:29]([F:30])[F:31])[CH:25]=[C:24]([CH3:32])[N:23]=1)=[O:20])(=[O:46])=[O:47])[CH3:34].